This data is from the Open Reaction Database (ORD), a public repository of structured organic reaction records. The task is: describe an organic reaction: reactants, conditions, products, and yield The reactants are [Al+3], C1CCOC1, CCOC(C)=O, Cc1ccccc1, O=C1Nc2cc(Cl)ccc2Nc2ccccc21, [H-], [H-], [H-], [H-], [Li+], [Na+], [Na+], O=S(=O)([O-])[O-]. As a reaction SMILES: [Al+3:7].[CH2:1]1[O:2][CH2:3][CH2:4][CH2:5]1.[CH3:36][CH2:37][O:38][C:39](=[O:40])[CH3:41].[CH3:42][c:43]1[cH:44][cH:45][cH:46][cH:47][cH:48]1.[Cl:12][c:13]1[cH:14][c:15]2[c:16]([cH:27][cH:28]1)[NH:17][c:18]1[c:19]([cH:23][cH:24][cH:25][cH:26]1)[C:20](=[O:22])[NH:21]2.[H-:10].[H-:11].[H-:6].[H-:9].[Li+:8].[Na+:29].[Na+:30].[O-:31][S:32]([O-:33])(=[O:34])=[O:35]>>[Cl:12][c:13]1[cH:14][c:15]2[c:16]([cH:27][cH:28]1)[NH:17][c:18]1[c:19]([cH:23][cH:24][cH:25][cH:26]1)[CH2:20][NH:21]2. Product: Clc1ccc2c(c1)NCc1ccccc1N2. Reactants: N1(C=NC=C1)CCCNC1=CC(=NC=2N1N=CC2[N+](=O)[O-])C ((3-imidazol-1-ylpropyl)(5-methyl-3-nitropyrazolo[1,5-a]pyrimidin-7-yl)amine), ClCCO (2-chloroethanol). The solvent is C(C)(=O)OCC (ethyl acetate). Product: [Cl-].OCC[N+]1=CN(C=C1)CCCNC1=CC(=NC=2N1N=CC2[N+](=O)[O-])C (1-(2-hydroxyethyl)-3-[3-(5-methyl-3-nitropyrazolo[1,5-a]pyrimidin-7-ylamino)propyl]-3H-imidazol-1-ium chloride). As a reaction SMILES: [N:1]1([CH2:6][CH2:7][CH2:8][NH:9][C:10]2[N:15]3[N:16]=[CH:17][C:18]([N+:19]([O-:21])=[O:20])=[C:14]3[N:13]=[C:12]([CH3:22])[CH:11]=2)[CH:5]=[CH:4][N:3]=[CH:2]1.[Cl:23][CH2:24][CH2:25][OH:26]>C(OCC)(=O)C>[Cl-:23].[OH:26][CH2:25][CH2:24][N+:3]1[CH:4]=[CH:5][N:1]([CH2:6][CH2:7][CH2:8][NH:9][C:10]2[N:15]3[N:16]=[CH:17][C:18]([N+:19]([O-:21])=[O:20])=[C:14]3[N:13]=[C:12]([CH3:22])[CH:11]=2)[CH:2]=1 |f:3.4|. Reported procedure: 3 g of (3-imidazol-1-ylpropyl)(5-methyl-3-nitropyrazolo[1,5-a]pyrimidin-7-yl)amine and 10 g of 2-chloroethanol were introduced into a 25 cc three-necked round-bottomed flask equipped with a magnetic stirrer, a thermometer and a condenser. The medium was refluxed for 6 hours. The reaction medium was poured into 160 cc of ethyl acetate and refluxed. The precipitate was filtered off at room temperature. This gave 3.8 g of 1-(2-hydroxyethyl)-3-[3-(5-methyl-3-nitropyrazolo[1,5-a]pyrimidin-7-ylamino)p... The reactants are COC(=O)N1CCC(CC1)CCC(=O)O (3-[N-(methoxycarbonyl)piperidin-4-yl]propionic acid), C(C(=O)Cl)(=O)Cl (oxalyl chloride). The product is ClC(=O)CCC1CCN(CC1)C(=O)OC (methyl 4-(2-chlorocarbonylethyl)piperidin-1-carboxylate). As a reaction SMILES: [CH3:1][O:2][C:3]([N:5]1[CH2:10][CH2:9][CH:8]([CH2:11][CH2:12][C:13]([OH:15])=O)[CH2:7][CH2:6]1)=[O:4].C(Cl)(=O)C([Cl:19])=O>>[Cl:19][C:13]([CH2:12][CH2:11][CH:8]1[CH2:9][CH2:10][N:5]([C:3]([O:2][CH3:1])=[O:4])[CH2:6][CH2:7]1)=[O:15]. Procedure: PCT Publication No WO 97/22584 reports preparation of Donepezil HCl by reacting pyridine-4-aldehyde with malonic acid. The resulting 3-(pyridin-4-yl)-2-propenoic acid was reduced with rodium on carbon under hydrogen atmosphere to give 3-(piperidin-4-yl)-2-propionic acid which on reaction with methyl chlorocarbonate gave 3-[N-(methoxycarbonyl)piperidin-4-yl]propionic acid. On reacting 3-[N-(methoxycarbonyl)piperidin-4-yl]propionic acid with oxalyl chloride, methyl 4-(2-chlorocarbonylethyl)piperid... Starting materials: CCCCCCCCCCCCc1ccsc1Br, C1CCOC1, Cl, [Mg], CN(C)C=O. Yields the product CCCCCCCCCCCCc1ccsc1C=O. As a reaction SMILES: [Br:2][c:3]1[s:4][cH:5][cH:6][c:7]1[CH2:8][CH2:9][CH2:10][CH2:11][CH2:12][CH2:13][CH2:14][CH2:15][CH2:16][CH2:17][CH2:18][CH3:19].[CH2:26]1[O:27][CH2:28][CH2:29][CH2:30]1.[ClH:25].[Mg:1].[O:20]=[CH:21][N:22]([CH3:23])[CH3:24]>>[c:3]1([CH:21]=[O:20])[s:4][cH:5][cH:6][c:7]1[CH2:8][CH2:9][CH2:10][CH2:11][CH2:12][CH2:13][CH2:14][CH2:15][CH2:16][CH2:17][CH2:18][CH3:19]. Reactants: COC=C1C(OC(OC1=O)(C)C)=O (5-(methoxymethylene)-2,2-dimethyl-1,3-dioxane-4,6-dione), BrC=1C=C(N)C=CC1F (3-bromo-4-fluoroaniline), C(C)OCC (Diethyl ether). Yields the product BrC1=C(C=C2C(=CC=NC2=C1)O)F (7-bromo-6-fluoroquinolin-4-ol). As a reaction SMILES: C[O:2][CH:3]=[C:4]1C(=O)OC(C)(C)O[C:5]1=O.[Br:14][C:15]1[CH:16]=[C:17]([CH:19]=[CH:20][C:21]=1[F:22])[NH2:18].C(OCC)C>C1C(Cl)=CC=C(Cl)C=1>[Br:14][C:15]1[CH:16]=[C:17]2[C:19]([C:3]([OH:2])=[CH:4][CH:5]=[N:18]2)=[CH:20][C:21]=1[F:22]. Reported procedure: A glass microwave vial was charged with 5-(methoxymethylene)-2,2-dimethyl-1,3-dioxane-4,6-dione (Bionet; 0.102 g, 0.552 mmol) and 3-bromo-4-fluoroaniline (Matrix Scientific; 0.100 g, 0.526 mmol) in dichlorobenzene (1.00 ml). The reaction mixture was stirred and heated under microwave irradiation (Biotage AB, Inc., Upssala, Sweden) at 200° C. for 10 min. Diethyl ether was added to the reaction and the solids were filtered, washing well with ether (some product passed through with the filtrate) to... Solvent: C1=CC(=CC=C1Cl)Cl (dichlorobenzene). Conditions: temperature 200 celsius. Yield: 47.9%. Reactants: Cl (hydrochloric acid), solid, [OH-].[K+] (potassium hydroxide), N1(CCCCC1)CCCS(=O)(=O)NC=1C=C2C=C(NC2=CC1)C(=O)OCC (Ethyl 5-[(3-(piperadin-1-yl)propyl)sulfonamido]indole-2-carboxylate). The solvent is O1CCOCC1 (dioxane), O (water), O (water). Reaction conditions: time 24 hour. Yields the product N1(CCCCC1)CCCS(=O)(=O)NC=1C=C2C=C(NC2=CC1)C(=O)O (5-[(3-(Piperadin-1-yl)propyl)sulfonamido]indole-2-carboxylic acid). RXN SMILES: [N:1]1([CH2:7][CH2:8][CH2:9][S:10]([NH:13][C:14]2[CH:15]=[C:16]3[C:20](=[CH:21][CH:22]=2)[NH:19][C:18]([C:23]([O:25]CC)=[O:24])=[CH:17]3)(=[O:12])=[O:11])[CH2:6][CH2:5][CH2:4][CH2:3][CH2:2]1.[OH-].[K+].Cl>O1CCOCC1.O>[N:1]1([CH2:7][CH2:8][CH2:9][S:10]([NH:13][C:14]2[CH:15]=[C:16]3[C:20](=[CH:21][CH:22]=2)[NH:19][C:18]([C:23]([OH:25])=[O:24])=[CH:17]3)(=[O:12])=[O:11])[CH2:6][CH2:5][CH2:4][CH2:3][CH2:2]1 |f:1.2|. Procedure details: Ethyl 5-[(3-(piperadin-1-yl)propyl)sulfonamido]indole-2-carboxylate (PREPARATION 83, 1.63 g) is dissolved in 10 ml of dioxane and 5 ml of water. Then 0.59 g of solid potassium hydroxide pellets are added and the reaction is stirred at 20°-25° for 24 hr. Then 8.91 ml of 1N hydrochloric acid is added after diluting the reaction with 100 ml of water. The mixture is extracted with n-butanol (3×50 ml) and the organic layer is separated and evaporated under reduced pressure to provide the title compou... The reactants are [H-].[Na+] (sodium hydride), SCCCCO (4-mercaptobutanol), BrCCC1OCCO1 (2-(2-bromoethyl)-1,3-dioxolane). Run in C(C)#N (acetonitrile). Conditions: temperature 0 celsius, time 1 hour. The product is O1C(OCC1)CCSCCCCO (4-(2-(1,3-Dioxolan-2-yl)ethylthio)butan-1-ol). Reaction SMILES: [SH:1][CH2:2][CH2:3][CH2:4][CH2:5][OH:6].[H-].[Na+].Br[CH2:10][CH2:11][CH:12]1[O:16][CH2:15][CH2:14][O:13]1>C(#N)C>[O:13]1[CH2:14][CH2:15][O:16][CH:12]1[CH2:11][CH2:10][S:1][CH2:2][CH2:3][CH2:4][CH2:5][OH:6] |f:1.2|. Procedure details: A solution of 4-mercaptobutanol (4.936 g) in dry acetonitrile under argon was cooled to 0° C. and sodium hydride (60% in mineral oil, 2.044 g) was added portionwise. The mixture was stirred for 1 hour at 0° C. then 2-(2-bromoethyl)-1,3-dioxolane (9.26 g) was added and the resultant grey suspension was warmed to room temperature and stirred overnight. The reaction was quenched by addition of saturated aqueous sodium bicarbonate solution (150 mL) and then extracted with ethyl acetate (3×150 mL). T...